Dataset: the Open Reaction Database (ORD), a public repository of structured organic reaction records. Task: describe an organic reaction: reactants, conditions, products, and yield The reactants are FeCl3, OC1=C(C=C(C=C1)C(C(=O)O)O)OC (4-hydroxy-3-methoxyphenylglycolic acid), C(=O)=O (carbon dioxide). Run in O (water). Run at time 30 minute. Yields the product OC1=C(C=C(C=O)C=C1)OC (4-hydroxy-3-methoxy benzaldehyde). As a reaction SMILES: [OH:1][C:2]1[CH:7]=[CH:6][C:5]([CH:8]([OH:12])C(O)=O)=[CH:4][C:3]=1[O:13][CH3:14].C(=O)=O>O>[OH:1][C:2]1[CH:7]=[CH:6][C:5]([CH:8]=[O:12])=[CH:4][C:3]=1[O:13][CH3:14]. Procedure: 10 g of 4-hydroxy-3-methoxyphenylglycolic acid (molecular weight 198) are dissolved in 100 g of water, and 82 g of an aqueous 20% FeCl3 -solution are added over a period of 20 to 30 minutes at 75° to 80° C., thus initiating a vigorous evolution of carbon dioxide which abates after another 30 minutes. The reaction takes place at a pH-value of from 2 to 0.8. Most of the 4-hydroxy-3-methoxy benzaldehyde formed completely crystallises out of the acid oxidation solution on cooling. The 4-hydroxy-3-me... The reactants are NC(=O)C=1C=C(C=C2C(=CNC12)C1CCN(CC1)C(=O)OC(C)(C)C)C1=CC=C(C=C1)F (1,1-dimethylethyl 4-[7-(aminocarbonyl)-5-(4-fluorophenyl)-1H-indol-3-yl]-1-piperidinecarboxylate). The solvent is CO (MeOH), Cl (HCl), O1CCOCC1 (dioxane). Reaction conditions: time 2 hour. Yields the product FC1=CC=C(C=C1)C=1C=C2C(=CNC2=C(C1)C(=O)N)C1CCNCC1 (5-(4-fluorophenyl)-3-(4-piperidinyl)-1H-indole-7-carboxamide). The yield is 80.8%. Reaction SMILES: [NH2:1][C:2]([C:4]1[CH:5]=[C:6]([C:26]2[CH:31]=[CH:30][C:29]([F:32])=[CH:28][CH:27]=2)[CH:7]=[C:8]2[C:12]=1[NH:11][CH:10]=[C:9]2[CH:13]1[CH2:18][CH2:17][N:16](C(OC(C)(C)C)=O)[CH2:15][CH2:14]1)=[O:3]>CO.Cl.O1CCOCC1>[F:32][C:29]1[CH:28]=[CH:27][C:26]([C:6]2[CH:7]=[C:8]3[C:12](=[C:4]([C:2]([NH2:1])=[O:3])[CH:5]=2)[NH:11][CH:10]=[C:9]3[CH:13]2[CH2:18][CH2:17][NH:16][CH2:15][CH2:14]2)=[CH:31][CH:30]=1. Reported procedure: To a solution of 1,1-dimethylethyl 4-[7-(aminocarbonyl)-5-(4-fluorophenyl)-1H-indol-3-yl]-1-piperidinecarboxylate (92.9 g, 0.205 mmol) in methanol (10 mL), HCl in dioxane (4M, 2.01 mL) was added. The reaction mixture was stirred at room temperature for 2 hours. The solvent was evaporated under reduced pressure and the resulting residue was partitioned between ethyl acetate (50 mL) and 5% of aqueous NaOH (50 mL). The aqueous layer washed with ethyl acetate (2×50 mL) and the combined organic phase...